Task: describe an organic reaction: reactants, conditions, products, and yield. Dataset: the Open Reaction Database (ORD), a public repository of structured organic reaction records Yields the product OO (hydrogen peroxide), C1C(C)O1 (propene oxide), C=CC (propene). Reaction SMILES: [OH:1][OH:2].[CH2:3]=[CH:4][CH3:5]>>[OH:1][OH:2].[CH2:3]1[O:1][CH:4]1[CH3:5].[CH2:3]=[CH:4][CH3:5]. Reactants: C=CC (propene), OO (hydrogen peroxide), C=CC (propene), OO (hydrogen peroxide). Procedure details: 5 g/h of a 50% by weight hydrogen peroxide solution and a gas mixture of 2.8 Nl/h propene and 20 Nl/h nitrogen preheated to the evaporation temperature were dosed into the evaporator (100° C.). The gas mixture exiting out of the evaporator was passed in the reactor over a catalytic bed of 10 g TS-1 and 10 g glass spheres. The molar dosing ratio was 1.7 moles propene per mole hydrogen peroxide. A hydrogen peroxide conversion of 100%, a propene conversion of 25% and a propene oxide yield relative ...